Dataset: the Open Reaction Database (ORD), a public repository of structured organic reaction records. Task: describe an organic reaction: reactants, conditions, products, and yield Starting materials: CCN=C=NCCCN(C)C (WSC), ClC=1C(=C(C=CC1)N(CC(=O)NCC1=CC=C(C(=O)O)C=C1)S(=O)(=O)C1=CC=C(C=C1)C)C (4-[({N-(3-chloro-2-methylphenyl)-N-[(4-methylphenyl)sulfonyl]glycyl}amino)methyl]benzoic acid), [Cl-].[NH4+] (ammonium chloride), C=1C=CC2=C(C1)N=NN2O (HOBt). Run in CN(C)C=O (DMF), O (water). Conditions: time 8 hour. The product is ClC=1C(=C(C=CC1)N(CC(=O)NCC1=CC=C(C(=O)N)C=C1)S(=O)(=O)C1=CC=C(C=C1)C)C (4-[({N-(3-chloro-2-methylphenyl)-N-[(4-methylphenyl)sulfonyl]glycyl}amino)methyl]benzoic acid amide). Isolated yield 48.2%. Reaction SMILES: [Cl:1][C:2]1[C:3]([CH3:33])=[C:4]([N:8]([S:23]([C:26]2[CH:31]=[CH:30][C:29]([CH3:32])=[CH:28][CH:27]=2)(=[O:25])=[O:24])[CH2:9][C:10]([NH:12][CH2:13][C:14]2[CH:22]=[CH:21][C:17]([C:18]([OH:20])=O)=[CH:16][CH:15]=2)=[O:11])[CH:5]=[CH:6][CH:7]=1.[Cl-].[NH4+].C1C=CC2N(O)N=[N:42]C=2C=1.CCN=C=NCCCN(C)C>CN(C=O)C.O>[Cl:1][C:2]1[C:3]([CH3:33])=[C:4]([N:8]([S:23]([C:26]2[CH:31]=[CH:30][C:29]([CH3:32])=[CH:28][CH:27]=2)(=[O:24])=[O:25])[CH2:9][C:10]([NH:12][CH2:13][C:14]2[CH:15]=[CH:16][C:17]([C:18]([NH2:42])=[O:20])=[CH:21][CH:22]=2)=[O:11])[CH:5]=[CH:6][CH:7]=1 |f:1.2|. Procedure: 185 mg of 4-[({N-(3-chloro-2-methylphenyl)-N-[(4-methylphenyl)sulfonyl]glycyl}amino)methyl]benzoic acid, 25 mg of ammonium chloride, and 62 mg of HOBt were dissolved in 2.00 mL of DMF, and 78 mg of WSC was added thereto, followed by stirring at room temperature overnight. To the reaction liquid was added water, followed by extraction with ethyl acetate, and the organic layer was washed with water, an aqueous sodium hydrogen carbonate solution, and water, and then dried over anhydrous sodium sulf...